From a dataset of the Open Reaction Database (ORD), a public repository of structured organic reaction records. describe an organic reaction: reactants, conditions, products, and yield Reactants: BrC1=CC=C(C2=CC=CC=C12)SCC(C(=O)NC1=CC(=C(C=C1)C#N)C(F)(F)F)(C)O (3-(1-bromonaphthalen-4-ylthio)-N-(4-cyano-3-(trifluoromethyl)phenyl)-2-hydroxy-2-methylpropanamide), OO (hydrogen peroxide), O (water), FC(C(=O)OC(C(F)(F)F)=O)(F)F (trifluoroacetic anhydride). The solvent is ClCCl (dichloromethane), [Cl-].[Na+].O (brine), ClCCl (dichloromethane). Run at time 16 hour. Product: BrC1=CC=C(C2=CC=CC=C12)S(=O)(=O)CC(C(=O)NC1=CC(=C(C=C1)C#N)C(F)(F)F)(C)O (3-(1-bromonaphthalen-4-ylsulfonyl)-N-(4-cyano-3-(trifluoromethyl)phenyl)-2-hydroxy-2-methylpropanamide). As a reaction SMILES: [Br:1][C:2]1[C:11]2[C:6](=[CH:7][CH:8]=[CH:9][CH:10]=2)[C:5]([S:12][CH2:13][C:14]([OH:31])([CH3:30])[C:15]([NH:17][C:18]2[CH:23]=[CH:22][C:21]([C:24]#[N:25])=[C:20]([C:26]([F:29])([F:28])[F:27])[CH:19]=2)=[O:16])=[CH:4][CH:3]=1.OO.FC(F)(F)C(OC(=O)C(F)(F)F)=[O:37].[OH2:47]>ClCCl.[Cl-].[Na+].O>[Br:1][C:2]1[C:11]2[C:6](=[CH:7][CH:8]=[CH:9][CH:10]=2)[C:5]([S:12]([CH2:13][C:14]([OH:31])([CH3:30])[C:15]([NH:17][C:18]2[CH:23]=[CH:22][C:21]([C:24]#[N:25])=[C:20]([C:26]([F:27])([F:28])[F:29])[CH:19]=2)=[O:16])(=[O:37])=[O:47])=[CH:4][CH:3]=1 |f:5.6.7|. Procedure: To a solution of 3-(1-bromonaphthalen-4-ylthio)-N-(4-cyano-3-(trifluoromethyl)phenyl)-2-hydroxy-2-methylpropanamide (13 mg, 0.025 mmol) in dichloromethane (0.06 mL) at −78° C. was added 30% hydrogen peroxide (4.4 μL, 0.155 mmol) followed by the slow addition of trifluoroacetic anhydride (18 μL, 0.13 mmol). The reaction was stirred at room temperature for 16 h before the reaction was diluted with dichloromethane. Cold water and brine were added, and the reaction was stirred for 20 minutes. The or...